Dataset: the Open Reaction Database (ORD), a public repository of structured organic reaction records. Task: describe an organic reaction: reactants, conditions, products, and yield The reactants are OC1CCC(C2=CC=CC=C12)O (1,4-dihydroxytetralin), Cl (hydrochloric acid), COC(Cl)Cl (1,1-dichlorodimethyl ether). The reagents and catalysts are [Ti](Cl)(Cl)(Cl)Cl (titanium tetrachloride). The solvent is ClCCl (dichloromethane). Product: OC1C(CC(C2=CC=CC=C12)O)C=O (1,4-dihydroxytetralin-2-aldehyde). Yield: 60.0%. As a reaction SMILES: [OH:1][CH:2]1[C:11]2[C:6](=[CH:7][CH:8]=[CH:9][CH:10]=2)[CH:5]([OH:12])[CH2:4][CH2:3]1.[CH3:13][O:14]C(Cl)Cl.Cl>ClCCl.[Ti](Cl)(Cl)(Cl)Cl>[OH:1][CH:2]1[C:11]2[C:6](=[CH:7][CH:8]=[CH:9][CH:10]=2)[CH:5]([OH:12])[CH2:4][CH:3]1[CH:13]=[O:14]. Procedure: To a solution of 1,4-dihydroxytetralin (1.640 g, 10 mM), in dichloromethane (50 ml) was added titanium tetrachloride (5.69 g, 30 mM). Then 1,1-dichlorodimethyl ether (1.73 g, 15 mM) was added dropwise under vigorous stirring and the reaction mixture stirred for another 3 h at room temperature. Finally 5% hydrochloric acid (10 ml) was added under ice-cooling. The organic phase was separated and the residual aqueous phase repeatedly extracted with ether. The combined organic phases are washed with... Yields the product COc1ccnc(CCC(=O)O)c1. Reactants: COC(=O)CCc1cc(OC)ccn1, Cl, [Na+], C1CCOC1, [OH-]. Reaction SMILES: [CH3:1][O:2][c:3]1[cH:4][c:5]([CH2:9][CH2:10][C:11](=[O:12])[O:13][CH3:14])[n:6][cH:7][cH:8]1.[ClH:17].[Na+:16].[O:18]1[CH2:19][CH2:20][CH2:21][CH2:22]1.[OH-:15]>>[CH3:1][O:2][c:3]1[cH:4][c:5]([CH2:9][CH2:10][C:11](=[O:12])[OH:13])[n:6][cH:7][cH:8]1. Reactants: NC=1SC=C(N1)C(C(=O)NC1[C@@H]2N(C(=CCS2)C(=O)OCC(=O)OCC2=CC=C(C=C2)[N+](=O)[O-])C1=O)=NOC (4-nitrobenzyloxycarbonylmethyl 7-[2-(2-aminothiazol-4-yl)-2-methoxyiminoacetamido]-3-cephem-4-carboxylate), [H][H] (hydrogen). The reagents and catalysts are [Pd] (palladium on carbon). The solvent is O1CCCC1 (tetrahydrofuran), CO (methanol). Product: NC=1SC=C(N1)C(C(=O)NC1[C@@H]2N(C(=CCS2)C(=O)OCC(=O)O)C1=O)=NOC (carboxymethyl 7-[2-(2-aminothiazol-4-yl)-2-methoxyiminoacetamido]-3-cephem-4-carboxylate). Yield: 34.1%. Reaction SMILES: [NH2:1][C:2]1[S:3][CH:4]=[C:5]([C:7](=[N:37][O:38][CH3:39])[C:8]([NH:10][CH:11]2[C:35](=[O:36])[N:13]3[C:14]([C:18]([O:20][CH2:21][C:22]([O:24]CC4C=CC([N+]([O-])=O)=CC=4)=[O:23])=[O:19])=[CH:15][CH2:16][S:17][C@H:12]23)=[O:9])[N:6]=1.[H][H]>[Pd].O1CCCC1.CO>[NH2:1][C:2]1[S:3][CH:4]=[C:5]([C:7](=[N:37][O:38][CH3:39])[C:8]([NH:10][CH:11]2[C:35](=[O:36])[N:13]3[C:14]([C:18]([O:20][CH2:21][C:22]([OH:24])=[O:23])=[O:19])=[CH:15][CH2:16][S:17][C@H:12]23)=[O:9])[N:6]=1. Procedure: A suspension of 4-nitrobenzyloxycarbonylmethyl 7-[2-(2-aminothiazol-4-yl)-2-methoxyiminoacetamido]-3-cephem-4-carboxylate (syn isomer, 1.34 g) and 10% palladium on carbon (0.7 g) in tetrahydrofuran (50 ml) and methanol (15 ml) was subjected to catalytic reduction under hydrogen atmosphere at 1 atm., until the uptake of hydrogen ceased. After removing the insoluble substance by filtration, the filtrate was concentrated in vacuo. The residue was triturated with ethyl acetate to give powder (0.35 g... Starting materials: CCOP(=O)(CP(=O)(OCC)OCC)OCC, COc1cc(COc2nn(-c3ccccc3)cc2C=O)ccc1OCc1sc(-c2ccccc2)nc1C, CN(C)C=O, [H-], [Na+], O. Product: CCOP(=O)(C=Cc1cn(-c2ccccc2)nc1OCc1ccc(OCc2sc(-c3ccccc3)nc2C)c(OC)c1)OCC. RXN SMILES: [CH2:38]([P:39]([O:40][CH2:41][CH3:42])([O:43][CH2:44][CH3:45])=[O:46])[P:47](=[O:48])([O:49][CH2:50][CH3:51])[O:52][CH2:53][CH3:54].[CH3:1][O:2][c:3]1[cH:4][c:5]([CH2:6][O:7][c:8]2[n:9][n:10](-[c:15]3[cH:16][cH:17][cH:18][cH:19][cH:20]3)[cH:11][c:12]2[CH:13]=[O:14])[cH:21][cH:22][c:23]1[O:24][CH2:25][c:26]1[c:27]([CH3:37])[n:28][c:29](-[c:31]2[cH:32][cH:33][cH:34][cH:35][cH:36]2)[s:30]1.[CH3:55][N:56]([CH3:57])[CH:58]=[O:59].[H-:60].[Na+:61].[OH2:62]>>[CH3:1][O:2][c:3]1[cH:4][c:5]([CH2:6][O:7][c:8]2[n:9][n:10](-[c:15]3[cH:16][cH:17][cH:18][cH:19][cH:20]3)[cH:11][c:12]2[CH:13]=[CH:38][P:39]([O:40][CH2:41][CH3:42])([O:43][CH2:44][CH3:45])=[O:46])[cH:21][cH:22][c:23]1[O:24][CH2:25][c:26]1[c:27]([CH3:37])[n:28][c:29](-[c:31]2[cH:32][cH:33][cH:34][cH:35][cH:36]2)[s:30]1. Reactants: title compounds, C(C)(C)(C)OC(=O)N1CCC(CC1)N (4-amino-piperidine-1-carboxylic acid tert-butyl ester), C(C)N=C=O (ethyl isocyanate), C(C1=CC=CC=C1)(=O)NC1=CC=C(C2=CC=CC=C12)S(=O)(=O)Cl (4-benzoylamino-naphthalene-1-sulfonyl chloride), NC1C(CN(CC1)CC1=CC=CC=C1)C (4-amino-1-benzyl-3-methyl-piperidine), N(=C=O)C(C)C (2-isocyanato-propane). Yields the product C(C)NC(=O)N1C[C@H]([C@@H](CC1)NS(=O)(=O)C1=CC=C(C2=CC=CC=C12)NC(C1=C(C=CC=C1)C)=O)C ((±)-trans-3-Methyl-4-[4-(2-methyl-benzoylamino)-naphthalene-1-sulfonylamino]-piperidine-1-carboxylic acid ethylamide). Reaction SMILES: [C:1]([NH:9][C:10]1[C:19]2[C:14](=[CH:15][CH:16]=[CH:17][CH:18]=2)[C:13]([S:20](Cl)(=[O:22])=[O:21])=[CH:12][CH:11]=1)(=[O:8])[C:2]1[CH:7]=[CH:6][CH:5]=[CH:4][CH:3]=1.[NH2:24][CH:25]1[CH2:30][CH2:29][N:28](CC2C=CC=CC=2)[CH2:27][CH:26]1[CH3:38].[C:39](OC(N1CCC(N)CC1)=O)(C)(C)C.[CH2:53]([N:55]=[C:56]=[O:57])[CH3:54].N(C(C)C)=C=O>>[CH2:53]([NH:55][C:56]([N:28]1[CH2:29][CH2:30][C@@H:25]([NH:24][S:20]([C:13]2[C:14]3[C:19](=[CH:18][CH:17]=[CH:16][CH:15]=3)[C:10]([NH:9][C:1](=[O:8])[C:2]3[CH:7]=[CH:6][CH:5]=[CH:4][C:3]=3[CH3:39])=[CH:11][CH:12]=2)(=[O:22])=[O:21])[C@H:26]([CH3:38])[CH2:27]1)=[O:57])[CH3:54]. Procedure details: The title compounds were made following general procedure in Scheme 5 and deprotection in scheme 4-1, substituting 4-(2-methyl-benzoylamino)-naphthalene-1-sulfonyl chloride for 4-benzoylamino-naphthalene-1-sulfonyl chloride, 4-amino-1-benzyl-3-methyl-piperidine for 4-amino-piperidine-1-carboxylic acid tert-butyl ester and ethyl isocyanate for 2-isocyanato-propane. 1H NMR (300 MHz, DMSO) δ 8.77 (d, 1H), 8.29 (d, 1H), 8.23 (d, 1H), 7.91 (d, 1H), 7.70 (m, 3H), 7.36 (m, 3H), 3.82 (m, 2H), 3.12 (q, 2... Reactants: CC1(CBr)SC2C(NC(=O)Cc3ccccc3)C(=O)N2C1C(=O)OCC(Cl)(Cl)Cl, CC(C)=O, [K+], O, N#C[S-]. Product: CC1(CSC#N)SC2C(NC(=O)Cc3ccccc3)C(=O)N2C1C(=O)OCC(Cl)(Cl)Cl. RXN SMILES: [Br:5][CH2:6][C:7]1([CH3:33])[S:8][CH:9]2[N:10]([CH:11]1[C:12](=[O:13])[O:14][CH2:15][C:16]([Cl:17])([Cl:18])[Cl:19])[C:20](=[O:32])[CH:21]2[NH:22][C:23]([CH2:24][c:25]1[cH:26][cH:27][cH:28][cH:29][cH:30]1)=[O:31].[CH3:35][C:36](=[O:37])[CH3:38].[K+:1].[OH2:34].[S-:2][C:3]#[N:4]>>[S:2]([C:3]#[N:4])[CH2:6][C:7]1([CH3:33])[S:8][CH:9]2[N:10]([CH:11]1[C:12](=[O:13])[O:14][CH2:15][C:16]([Cl:17])([Cl:18])[Cl:19])[C:20](=[O:32])[CH:21]2[NH:22][C:23]([CH2:24][c:25]1[cH:26][cH:27][cH:28][cH:29][cH:30]1)=[O:31]. The reactants are O1CCCC1 (tetrahydrofuran), Cl (hydrochloric acid), C(C)(=O)NC=1SC(=CN1)SC1=NC=CC(=N1)O (2-acetylamino-5-(4-hydroxypyrimidin-2-ylthio)thiazole). The solvent is C(C)O (ethanol). Yields the product NC=1SC(=CN1)SC1=NC=CC(=N1)O (2-amino-5-(4-hydroxypyrimidin-2-ylthio)thiazole). Yield: 14.4%. As a reaction SMILES: C([NH:4][C:5]1[S:6][C:7]([S:10][C:11]2[N:16]=[C:15]([OH:17])[CH:14]=[CH:13][N:12]=2)=[CH:8][N:9]=1)(=O)C.O1CCCC1.Cl>C(O)C>[NH2:4][C:5]1[S:6][C:7]([S:10][C:11]2[N:16]=[C:15]([OH:17])[CH:14]=[CH:13][N:12]=2)=[CH:8][N:9]=1. Procedure: A mixture of 2-acetylamino-5-(4-hydroxypyrimidin-2-ylthio)thiazole (3.7 g) in a mixture of ethanol (100 ml), tetrahydrofuran (40 ml) and aqueous 6N-hydrochloric acid (20 ml) was refluxed for 6.5 hours with stirring. The reaction mixture was concentrated under reduced pressure and the residue was dissolved in water. The solution was adjusted to pH 8.5 using aqueous sodium bicarbonate. The precipitates were collected by filtration, washed with water and dried in vacuo to give solid. The solid was ... The reactants are CN1CCC(N2CCNCC2)CC1, O=C(O)C(Cc1ccc2c(c1)CCCC2)NC(=O)N1CCC(n2nc(-c3ccccc3)[nH]c2=O)CC1. The product is CN1CCC(N2CCN(C(=O)C(Cc3ccc4c(c3)CCCC4)NC(=O)N3CCC(n4nc(-c5ccccc5)[nH]c4=O)CC3)CC2)CC1. Reaction SMILES: [CH3:37][N:38]1[CH2:39][CH2:40][CH:41]([N:44]2[CH2:45][CH2:46][NH:47][CH2:48][CH2:49]2)[CH2:42][CH2:43]1.[O:1]=[c:2]1[nH:3][c:4](-[c:31]2[cH:32][cH:33][cH:34][cH:35][cH:36]2)[n:5][n:6]1[CH:7]1[CH2:8][CH2:9][N:10]([C:13](=[O:14])[NH:15][CH:16]([C:17](=[O:18])[OH:19])[CH2:20][c:21]2[cH:22][c:23]3[c:28]([cH:29][cH:30]2)[CH2:27][CH2:26][CH2:25][CH2:24]3)[CH2:11][CH2:12]1>>[O:1]=[c:2]1[nH:3][c:4](-[c:31]2[cH:32][cH:33][cH:34][cH:35][cH:36]2)[n:5][n:6]1[CH:7]1[CH2:8][CH2:9][N:10]([C:13](=[O:14])[NH:15][CH:16]([C:17](=[O:18])[N:47]2[CH2:46][CH2:45][N:44]([CH:41]3[CH2:40][CH2:39][N:38]([CH3:37])[CH2:43][CH2:42]3)[CH2:49][CH2:48]2)[CH2:20][c:21]2[cH:22][c:23]3[c:28]([cH:29][cH:30]2)[CH2:27][CH2:26][CH2:25][CH2:24]3)[CH2:11][CH2:12]1. Starting materials: C(C)(=O)OC1=CC=C(CBr)C=C1 (4-acetoxybenzyl bromide), CC(=O)N1CCN(CC1)C=2C=CC(=CC2)OC[C@@H]3CO[C@@](O3)(CN4C=CN=C4)C=5C=CC(=CC5Cl)Cl (Ketoconazole). Run in C(Cl)(Cl)Cl (CHCl3). Run at time 16 hour. Yields the product [Br-].C(C)(=O)OC1=CC=C(C[N+]2=CN(C=C2)C[C@@]2(OC[C@@H](O2)COC2=CC=C(C=C2)N2CCN(CC2)C(C)=O)C2=C(C=C(C=C2)Cl)Cl)C=C1 (1-(4-acetoxybenzyl)-3-[(2R*,4S*)-4-[4-(4-acetyl pi perazin-1-yl)phenoxymethyl]-2-(2,4-dichlorophenyl)-[1,3]dioxolan-2-yl methyl]-3H-imidazol-1-ium bromide). The yield is 74.5%. As a reaction SMILES: [C:1]([O:4][C:5]1[CH:12]=[CH:11][C:8]([CH2:9][Br:10])=[CH:7][CH:6]=1)(=[O:3])[CH3:2].[CH3:13][C:14]([N:16]1[CH2:21][CH2:20][N:19]([C:22]2[CH:23]=[CH:24][C:25]([O:28][CH2:29][C@H:30]3[O:34][C@@:33]([C:41]4[CH:42]=[CH:43][C:44]([Cl:48])=[CH:45][C:46]=4[Cl:47])([CH2:35][N:36]4[CH:40]=[N:39][CH:38]=[CH:37]4)[O:32][CH2:31]3)=[CH:26][CH:27]=2)[CH2:18][CH2:17]1)=[O:15]>C(Cl)(Cl)Cl>[Br-:10].[C:1]([O:4][C:5]1[CH:12]=[CH:11][C:8]([CH2:9][N+:39]2[CH:38]=[CH:37][N:36]([CH2:35][C@@:33]3([C:41]4[CH:42]=[CH:43][C:44]([Cl:48])=[CH:45][C:46]=4[Cl:47])[O:34][C@@H:30]([CH2:29][O:28][C:25]4[CH:24]=[CH:23][C:22]([N:19]5[CH2:20][CH2:21][N:16]([C:14](=[O:15])[CH3:13])[CH2:17][CH2:18]5)=[CH:27][CH:26]=4)[CH2:31][O:32]3)[CH:40]=2)=[CH:7][CH:6]=1)(=[O:3])[CH3:2] |f:3.4|. Procedure details: To a solution of 28 mg of 4-acetoxybenzyl bromide in 1.5 mL of CHCl3 was added 30 mg of Ketoconazole and the mixture was stirred for 16 h at room temperature. The solvent was evaporated in vacuo. Column chromatography on silica gel(Wakogel C-200, solvent:CH2Cl2/MeOH=10/1) gave 1-(4-acetoxybenzyl)-3-[(2R*,4S*)-4-[4-(4-acetyl pi perazin-1-yl)phenoxymethyl]-2-(2,4-dichlorophenyl)-[1,3]dioxolan-2-yl methyl]-3H-imidazol-1-ium bromide (32 mg, 76%, as colorless oil); MALDI-TOF-MS m/z 679 (M--Br)+; 1H-N...